This data is from the Open Reaction Database (ORD), a public repository of structured organic reaction records. The task is: describe an organic reaction: reactants, conditions, products, and yield Starting materials: [K+].[Br-] (KBr), C(C1=CC=CC=C1)(=O)C1=C(C(=O)N2[C@@H](CCC2)CO)C=CC=C1 (1-(2-Benzoylbenzoyl)-(S)-2-pyrrolidinemethanol), [Cr](=O)(=O)([O-])O[Cr](=O)(=O)[O-].[NH+]1=CC=CC=C1.[NH+]1=CC=CC=C1 (pyridinium dichromate), 4A, C1=CC(=C(C=C1[N+](=O)[O-])[N+](=O)[O-])O (2,4-DNP). The solvent is C(Cl)Cl (CH2Cl2), CO (MeOH), C(Cl)Cl (methylene chloride). Run at time 3 hour. Yields the product C(C1=CC=CC=C1)(=O)C1=C(C(=O)N2C(CCC2)C=O)C=CC=C1 (1-(2-Benzoylbenzoyl)-2-pyrrolidinecarboxaldehyde). As a reaction SMILES: [C:1]([C:9]1[CH:23]=[CH:22][CH:21]=[CH:20][C:10]=1[C:11]([N:13]1[CH2:17][CH2:16][CH2:15][C@H:14]1[CH2:18][OH:19])=[O:12])(=[O:8])[C:2]1[CH:7]=[CH:6][CH:5]=[CH:4][CH:3]=1.[Cr](O[Cr]([O-])(=O)=O)([O-])(=O)=O.[NH+]1C=CC=CC=1.[NH+]1C=CC=CC=1.[K+].[Br-].C1C([N+]([O-])=O)=CC([N+]([O-])=O)=C(O)C=1>C(Cl)Cl.CO>[C:1]([C:9]1[CH:23]=[CH:22][CH:21]=[CH:20][C:10]=1[C:11]([N:13]1[CH2:17][CH2:16][CH2:15][CH:14]1[CH:18]=[O:19])=[O:12])(=[O:8])[C:2]1[CH:3]=[CH:4][CH:5]=[CH:6][CH:7]=1 |f:1.2.3,4.5|. Reported procedure: 1.03 g (3.3 mmol) of the title compound of Example 28 was dissolved in 50 ml of methylene chloride at room temperature under a nitrogen atmosphere. 3.76 g (10.0 mmol) of pyridinium dichromate and 4 g powdered 4A molecular sieves were added, and the reaction was allowed to stir at ambient temperature for 3 hours. The sieves and precipitated salts were then removed by filtration and the filtrate washed with water, 5% sodium bicarbonate solution and 1N HCl solution. The organic phase was dried over... Starting materials: C=1(C=CC=C2C1C=CCCC2)C(=O)O (6,7-dihydro-5H-benzo[a]cycloheptene-1-carboxylic acid), Cl.C(C)N=C=NCCCN(C)C (1-ethyl-3-(3-dimethylaminopropyl)carbodiimide hydrochloride), O.ON1N=NC2=C1C=CC=C2 (1-hydroxybenzotriazole monohydrate), NC(C(O)C1=CC(=CC=C1)Cl)CC1=CC=C(C=C1)C(C(C)(C)C)(F)F ((1RS,2SR)-2-amino-1-(3-chlorophenyl)-3-[4-(1,1-difluoro-2,2-dimethylpropyl)phenyl]-1-propanol). Run in C(C)(=O)OCC (ethyl acetate), CN(C=O)C (N,N-dimethylformamide). Reaction conditions: time 8 hour. The product is ClC=1C=C(C=CC1)C(C(CC1=CC=C(C=C1)C(C(C)(C)C)(F)F)NC(=O)C=1C=CC=C2C1C=CCCC2)O (N-{(1RS,2SR)-2-(3-chlorophenyl)-1-[4-(1,1-difluoro-2,2-dimethylpropyl)benzyl]-2-hydroxyethyl}-6,7-dihydro-5H-benzo[a]cycloheptene-1-carboxamide). The yield is 53.9%. Reaction SMILES: [C:1]1([C:12]([OH:14])=O)[CH:2]=[CH:3][CH:4]=[C:5]2[CH2:11][CH2:10][CH2:9][CH:8]=[CH:7][C:6]=12.Cl.C(N=C=NCCCN(C)C)C.O.ON1C2C=CC=CC=2N=N1.[NH2:38][CH:39]([CH2:49][C:50]1[CH:55]=[CH:54][C:53]([C:56]([F:62])([F:61])[C:57]([CH3:60])([CH3:59])[CH3:58])=[CH:52][CH:51]=1)[CH:40]([C:42]1[CH:47]=[CH:46][CH:45]=[C:44]([Cl:48])[CH:43]=1)[OH:41]>CN(C)C=O.C(OCC)(=O)C>[Cl:48][C:44]1[CH:43]=[C:42]([CH:40]([OH:41])[CH:39]([NH:38][C:12]([C:1]2[CH:2]=[CH:3][CH:4]=[C:5]3[CH2:11][CH2:10][CH2:9][CH:8]=[CH:7][C:6]=23)=[O:14])[CH2:49][C:50]2[CH:55]=[CH:54][C:53]([C:56]([F:62])([F:61])[C:57]([CH3:60])([CH3:58])[CH3:59])=[CH:52][CH:51]=2)[CH:47]=[CH:46][CH:45]=1 |f:1.2,3.4|. Reported procedure: To a solution of 6,7-dihydro-5H-benzo[a]cycloheptene-1-carboxylic acid (216 mg, 1.15 mmol) in N,N-dimethylformamide (5 ml) were added 1-ethyl-3-(3-dimethylaminopropyl)carbodiimide hydrochloride (220 mg, 1.15 mmol) and 1-hydroxybenzotriazole monohydrate (176 mg, 1.15 mmol), and (1RS,2SR)-2-amino-1-(3-chlorophenyl)-3-[4-(1,1-difluoro-2,2-dimethylpropyl)phenyl]-1-propanol (0.40 g, 1.09 mmol) was finally added. The mixture was stirred overnight at room temperature. The mixture was diluted with ethyl...